From a dataset of the Open Reaction Database (ORD), a public repository of structured organic reaction records. describe an organic reaction: reactants, conditions, products, and yield Starting materials: O=C(C(Br)Br)C(F)(F)F, CC(=O)[O-], CCOCC, CC(C)Oc1cc(NN)c(F)cc1Cl, [Na+], O. Yields the product CC(C)Oc1cc(NN=CC(=O)C(F)(F)F)c(F)cc1Cl. RXN SMILES: [Br:6][CH:7]([C:8](=[O:9])[C:10]([F:11])([F:12])[F:13])[Br:14].[CH3:2][C:3](=[O:4])[O-:5].[CH3:30][CH2:31][O:32][CH2:33][CH3:34].[F:15][c:16]1[c:17]([NH:27][NH2:28])[cH:18][c:19]([O:23][CH:24]([CH3:25])[CH3:26])[c:20]([Cl:22])[cH:21]1.[Na+:1].[OH2:29]>>[CH:7]([C:8](=[O:9])[C:10]([F:11])([F:12])[F:13])=[N:28][NH:27][c:17]1[c:16]([F:15])[cH:21][c:20]([Cl:22])[c:19]([O:23][CH:24]([CH3:25])[CH3:26])[cH:18]1. Reactants: COc1ccc(Cn2cc(C(=O)O)c(C)n2)cc1, O=C(Cl)C(=O)Cl, ClCCl, CN(C)C=O. The product is COc1ccc(Cn2cc(C(=O)Cl)c(C)n2)cc1. Reaction SMILES: [CH3:1][O:2][c:3]1[cH:4][cH:5][c:6]([CH2:7][n:8]2[n:9][c:10]([CH3:16])[c:11]([C:13](=[O:14])[OH:15])[cH:12]2)[cH:17][cH:18]1.[Cl:24][C:25]([C:26]([Cl:27])=[O:28])=[O:29].[Cl:30][CH2:31][Cl:32].[O:19]=[CH:20][N:21]([CH3:22])[CH3:23]>>[CH3:1][O:2][c:3]1[cH:4][cH:5][c:6]([CH2:7][n:8]2[n:9][c:10]([CH3:16])[c:11]([C:13](=[O:14])[Cl:24])[cH:12]2)[cH:17][cH:18]1. Reactants: CSC1=C(C#N)C(c2ccc(N(C)C)cc2)(c2cccnc2)C(=O)N1, CN(C)CCCCl, [H-], [Na+], C1COCCO1. Yields the product CSC1=C(C#N)C(c2ccc(N(C)C)cc2)(c2cccnc2)C(=O)N1CCCN(C)C. As a reaction SMILES: [CH3:1][N:2]([c:3]1[cH:4][cH:5][c:6]([C:9]2([c:19]3[cH:20][n:21][cH:22][cH:23][cH:24]3)[C:10]([C:17]#[N:18])=[C:11]([S:15][CH3:16])[NH:12][C:13]2=[O:14])[cH:7][cH:8]1)[CH3:25].[CH3:28][N:29]([CH2:30][CH2:31][CH2:32][Cl:33])[CH3:34].[H-:26].[Na+:27].[O:35]1[CH2:36][CH2:37][O:38][CH2:39][CH2:40]1>>[CH3:1][N:2]([c:3]1[cH:4][cH:5][c:6]([C:9]2([c:19]3[cH:20][n:21][cH:22][cH:23][cH:24]3)[C:10]([C:17]#[N:18])=[C:11]([S:15][CH3:16])[N:12]([CH2:32][CH2:31][CH2:30][N:29]([CH3:28])[CH3:34])[C:13]2=[O:14])[cH:7][cH:8]1)[CH3:25]. The reactants are BrC1=C(C=CC=C1)I (2-bromoiodobenzene), C[Si](C)(C)P(C1=CC=CC=C1)C1=CC=CC=C1 ((trimethylsilyl)diphenylphosphine). The reagents and catalysts are CC#N.CC#N.Cl[Pd]Cl (dichlorobis(acetonitrile)palladium). Solvent: C1(=CC=CC=C1)C (toluene). Product: BrC1=C(C=CC=C1)P(C1=CC=CC=C1)C1=CC=CC=C1 ((2-bromophenyl)diphenylphosphine). RXN SMILES: [Br:1][C:2]1[CH:7]=[CH:6][CH:5]=[CH:4][C:3]=1I.C[Si]([P:13]([C:20]1[CH:25]=[CH:24][CH:23]=[CH:22][CH:21]=1)[C:14]1[CH:19]=[CH:18][CH:17]=[CH:16][CH:15]=1)(C)C>C1(C)C=CC=CC=1.CC#N.CC#N.Cl[Pd]Cl>[Br:1][C:2]1[CH:7]=[CH:6][CH:5]=[CH:4][C:3]=1[P:13]([C:20]1[CH:21]=[CH:22][CH:23]=[CH:24][CH:25]=1)[C:14]1[CH:19]=[CH:18][CH:17]=[CH:16][CH:15]=1 |f:3.4.5|. Procedure: According to the method described in a literature (S. E. Tunney and J. K. Stille, J. Org. Chem., 1987, 52, 748), (2-bromophenyl)diphenylphosphine was obtained by reacting 2-bromoiodobenzene and (trimethylsilyl)diphenylphosphine in toluene in the presence of dichlorobis(acetonitrile)palladium. Into a four-necked flask was weighed 10.00 g (29.3 mmol) of (2-bromophenyl)diphenylphosphine obtained in the above. The atmosphere of the reaction vessel fitted with a thermometer, a condenser tube, and a d... The reactants are O=C([O-])[O-], CN(C)C=O, COc1cc(Cl)c(Cl)cc1O, O=C(O)c1cccnc1Cl, [K+], [K+]. The product is COc1cc(Cl)c(Cl)cc1Oc1ncccc1C(=O)O. Reaction SMILES: [C:22](=[O:23])([O-:24])[O-:25].[CH3:28][N:29]([CH3:30])[CH:31]=[O:32].[Cl:11][c:12]1[cH:13][c:14]([O:20][CH3:21])[c:15]([OH:19])[cH:16][c:17]1[Cl:18].[Cl:1][c:2]1[c:3]([C:4](=[O:5])[OH:6])[cH:7][cH:8][cH:9][n:10]1.[K+:26].[K+:27]>>[c:2]1([O:19][c:15]2[c:14]([O:20][CH3:21])[cH:13][c:12]([Cl:11])[c:17]([Cl:18])[cH:16]2)[c:3]([C:4](=[O:5])[OH:6])[cH:7][cH:8][cH:9][n:10]1. Reactants: FC(C=1C=C(C=C(C1)C(F)(F)F)C#CCN1CCC(CC1)C(C)(C)C)(F)F (1-(3,5-bistrifluoromethylphenyl)-3-(4-tert-butylpiperidino)prop-1-yne), S(O)(O)(=O)=O (sulphuric acid). Run in C(C)OCC (diethyl ether), C(C)OCC (diethyl ether). Reaction conditions: time 30 minute. Yields the product S(=O)(=O)(O)O.FC(C=1C=C(C=C(C1)C(F)(F)F)C#CCN1CCC(CC1)C(C)(C)C)(F)F (1-(3,5-bistrifluoromethylphenyl)-3-(4-tert-butylpiperidino)prop-1-yne hydrogensulphate). RXN SMILES: [F:1][C:2]([F:27])([F:26])[C:3]1[CH:4]=[C:5]([C:13]#[C:14][CH2:15][N:16]2[CH2:21][CH2:20][CH:19]([C:22]([CH3:25])([CH3:24])[CH3:23])[CH2:18][CH2:17]2)[CH:6]=[C:7]([C:9]([F:12])([F:11])[F:10])[CH:8]=1.[S:28](=[O:32])(=[O:31])([OH:30])[OH:29]>C(OCC)C>[S:28]([OH:32])([OH:31])(=[O:30])=[O:29].[F:12][C:9]([F:10])([F:11])[C:7]1[CH:6]=[C:5]([C:13]#[C:14][CH2:15][N:16]2[CH2:17][CH2:18][CH:19]([C:22]([CH3:23])([CH3:24])[CH3:25])[CH2:20][CH2:21]2)[CH:4]=[C:3]([C:2]([F:26])([F:27])[F:1])[CH:8]=1 |f:3.4|. Procedure: A stirred solution of 1-(3,5-bistrifluoromethylphenyl)-3-(4-tert-butylpiperidino)prop-1-yne (0.98 g) in anhydrous diethyl ether (50 ml) was treated with a solution of sulphuric acid (e.g. 1.84) in anhydrous diethyl ether (0.25 molar solution; 10 ml). The mixture was allowed to stand for 30 minutes and then filtered. The solid residue was washed with anhydrous diethyl ether (2×20 ml) and dried over phosphorus pentoxide at a pressure of 0.01 mg Hg for 48 hours, to give 1-(3,5-bistrifluoromethylphe... Starting materials: CC1=COC2=C1C(=C(C=C2Cl)CCC)O (3-methyl-4-hydroxy-5-propyl-7-chlorobenzofuran), C(C1=CC=C(C=C1)OC)(=O)Cl (p-anisoyl chloride), [Cl-].[Al+3].[Cl-].[Cl-] (aluminium chloride). The solvent is C(CCl)Cl (dichloroethylene), C(CCl)Cl (ethylene dichloride), C(CCl)Cl (ethylene dichloride). Conditions: time 10 minute. The product is COC1=CC=C(C(=O)C=2OC3=C(C2C)C(=C(C=C3Cl)CCC)OC(C3=CC=C(C=C3)OC)=O)C=C1 (2-(p-methoxybenzoyl)-3-methyl-4-(p-methoxybenzoyloxy)-5-propyl-7-chlorobenzofuran). Yield: 77.9%. RXN SMILES: [C:1](Cl)(=[O:10])[C:2]1[CH:7]=[CH:6][C:5]([O:8][CH3:9])=[CH:4][CH:3]=1.[Cl-].[Al+3].[Cl-].[Cl-].[CH3:16][C:17]1[C:21]2[C:22]([OH:30])=[C:23]([CH2:27][CH2:28][CH3:29])[CH:24]=[C:25]([Cl:26])[C:20]=2[O:19][CH:18]=1>C(Cl)CCl>[CH3:9][O:8][C:5]1[CH:6]=[CH:7][C:2]([C:1]([C:18]2[O:19][C:20]3[C:25]([Cl:26])=[CH:24][C:23]([CH2:27][CH2:28][CH3:29])=[C:22]([O:30][C:1](=[O:10])[C:2]4[CH:7]=[CH:6][C:5]([O:8][CH3:9])=[CH:4][CH:3]=4)[C:21]=3[C:17]=2[CH3:16])=[O:10])=[CH:3][CH:4]=1 |f:1.2.3.4|. Procedure details: A solution of p-anisoyl chloride (3.5 gm; 20.5 mmoles) in ethylene dichloride (10 mL) was added slowly to a cooled suspension of aluminium chloride (4.0 gm; 30 mmoles) in ethylene dichloride (100 mL). After stirring for a period of 10 minutes, 3-methyl-4-hydroxy-5-propyl-7-chlorobenzofuran (1.14 gm; 5 mmoles) in dichloroethylene (5 mL) was added over a period of 2 minutes. The reaction mixture was stirred at room temperature for 1 hour. It was cooled with an ice bath and ice was added slowly. Wh... Starting materials: O=Cc1ccc(Cl)cc1, COCC(O)CN, O, c1ccccc1. Product: COCC1CNC(c2ccc(Cl)cc2)O1. As a reaction SMILES: [Cl:8][c:9]1[cH:10][cH:11][c:12]([CH:13]=[O:14])[cH:15][cH:16]1.[NH2:1][CH2:2][CH:3]([CH2:4][O:5][CH3:6])[OH:7].[OH2:17].[cH:18]1[cH:19][cH:20][cH:21][cH:22][cH:23]1>>[NH:1]1[CH2:2][CH:3]([CH2:4][O:5][CH3:6])[O:7][CH:13]1[c:12]1[cH:11][cH:10][c:9]([Cl:8])[cH:16][cH:15]1.